This data is from the Open Reaction Database (ORD), a public repository of structured organic reaction records. The task is: describe an organic reaction: reactants, conditions, products, and yield The reactants are BrCC1=NC2=CC=CC(=C2N=C1C1=CC(=CC=C1)F)Cl (2-(bromomethyl)-5-chloro-3-(3-fluorophenyl)quinoxaline), I(=O)(=O)(=O)[O-].[Na+] (sodium metaperiodate), CN(C)C=O (DMF). Run in CCOC(=O)C (EtOAc). Reaction conditions: temperature 150 celsius, time 5 hour. Yields the product ClC1=C2N=C(C(=NC2=CC=C1)C=O)C1=CC(=CC=C1)F (5-chloro-3-(3-fluorophenyl)quinoxaline-2-carbaldehyde). Reaction SMILES: Br[CH2:2][C:3]1[C:12]([C:13]2[CH:18]=[CH:17][CH:16]=[C:15]([F:19])[CH:14]=2)=[N:11][C:10]2[C:5](=[CH:6][CH:7]=[CH:8][C:9]=2[Cl:20])[N:4]=1.I([O-])(=O)(=O)=[O:22].[Na+].CN(C=O)C>CCOC(C)=O>[Cl:20][C:9]1[CH:8]=[CH:7][CH:6]=[C:5]2[C:10]=1[N:11]=[C:12]([C:13]1[CH:18]=[CH:17][CH:16]=[C:15]([F:19])[CH:14]=1)[C:3]([CH:2]=[O:22])=[N:4]2 |f:1.2|. Reported procedure: A mixture of 2-(bromomethyl)-5-chloro-3-(3-fluorophenyl)quinoxaline (Prepared in Example 95, 0.8089 g, 2.301 mmol) and sodium metaperiodate (0.9842 g, 4.601 mmol) in DMF (15.34 mL, 2.301 mmol) was heated at 150° C. with stirring. After 5 h, the mixture was cooled to room temperature, diluted with EtOAc (100 mL), washed with sat'd Na2S2O3 (50 mL×1) and brine (50 mL×2), dried over Na2SO4, filtered, and concentrated under reduced pressure. The residue was purified by silica gel column chromatograph... Reactants: [Na+].[I-] (NaI), BrC=1C=NC(=NC1)N([C@@H]1CC[C@H](CC1)O)C (trans-4-[(5-Bromo-pyrimidin-2-yl)-methyl-amino]-cyclohexanol), Cl.ClCCN1CCCC1 (1-(2-chloroethyl)pyrrolidine hydrochloride), [H-].[Na+] (NaH). The solvent is CC(=O)N(C)C (DMA), O.CCOCC (water Et2O). Reaction conditions: temperature 0 celsius, time 30 minute. The product is BrC=1C=NC(=NC1)N([C@@H]1CC[C@H](CC1)OCCN1CCCC1)C (trans-(5-Bromo-pyrimidin-2-yl)-methyl-[4-(2-pyrrolidin-1-yl-ethoxy)-cyclohexyl]-amine). The yield is 4844.8%. As a reaction SMILES: [Br:1][C:2]1[CH:3]=[N:4][C:5]([N:8]([CH3:16])[C@H:9]2[CH2:14][CH2:13][C@H:12]([OH:15])[CH2:11][CH2:10]2)=[N:6][CH:7]=1.Cl.Cl[CH2:19][CH2:20][N:21]1[CH2:25][CH2:24][CH2:23][CH2:22]1.[H-].[Na+].[Na+].[I-]>CC(N(C)C)=O.O.CCOCC>[Br:1][C:2]1[CH:7]=[N:6][C:5]([N:8]([CH3:16])[C@H:9]2[CH2:10][CH2:11][C@H:12]([O:15][CH2:19][CH2:20][N:21]3[CH2:25][CH2:24][CH2:23][CH2:22]3)[CH2:13][CH2:14]2)=[N:4][CH:3]=1 |f:1.2,3.4,5.6,8.9|. Reported procedure: A solution of 0.2 g (0.7 mmol) of trans-4-[(5-Bromo-pyrimidin-2-yl)-methyl-amino]-cyclohexanol and 0.24 g (1.4 mmol) 1-(2-chloroethyl)pyrrolidine hydrochloride in 3.5 ml of DMA was treated at 0° C. with 0.24 g (5.59 mmol) of NaH (55% in oil) in small portions. The reaction was stirred for 30 min at 0° C. After warming up to RT a catalytic amount of NaI was added to the reaction and stirred for 1 h at 80° C. The reaction was cooled and poured into water/Et2O (3×). The organic phase was dried over... Reactants: C(C)(C)(C)NCCN1C2=NC(=NC(=C2N=C1CC1=CC2=C(OCCO2)C=C1I)N)F (9-(2-(tert-butylamino)ethyl)-2-fluoro-8-((7-iodo-2,3-dihydrobenzo[b][1,4]dioxin-6-yl)methyl)-9H-purin-6-amine), C(C)(C)(C)N (tert-butylamine). Run in CN(C)C=O (DMF). The product is FC1=NC(=C2N=C(N(C2=N1)CCNCC(C)C)CC1=CC2=C(OCCO2)C=C1I)N (2-fluoro-8-((7-iodo-2,3-dihydrobenzo[b][1,4]dioxin-6-yl)methyl)-9-(2-(isobutylamino)ethyl)-9H-purin-6-amine). As a reaction SMILES: C([NH:5][CH2:6][CH2:7][N:8]1[C:16]([CH2:17][C:18]2[C:27]([I:28])=[CH:26][C:21]3[O:22][CH2:23][CH2:24][O:25][C:20]=3[CH:19]=2)=[N:15][C:14]2[C:9]1=[N:10][C:11]([F:30])=[N:12][C:13]=2[NH2:29])(C)(C)C.[C:31](N)([CH3:34])([CH3:33])[CH3:32]>CN(C=O)C>[F:30][C:11]1[N:10]=[C:9]2[C:14]([N:15]=[C:16]([CH2:17][C:18]3[C:27]([I:28])=[CH:26][C:21]4[O:22][CH2:23][CH2:24][O:25][C:20]=4[CH:19]=3)[N:8]2[CH2:7][CH2:6][NH:5][CH2:32][CH:31]([CH3:34])[CH3:33])=[C:13]([NH2:29])[N:12]=1. Procedure: 9-(2-(tert-butylamino)ethyl)-2-fluoro-8-((7-iodo-2,3-dihydrobenzo[b][1,4]dioxin-6-yl)methyl)-9H-purin-6-amine [DZ4-84]. S10-6 (8 mg, 0.0149 mmol) and tert-butylamine (109 mg, 157 μl) in DMF (0.5 mL) was stirred overnight at rt. Solvent was removed under reduced pressure and the resulting residue was purified by preparatory TLC (hexane:CH2Cl2:EtOAc:MeOH—NH3 (7N), 7:2:1:0.5) to give 6 mg (77%) of DZ4-84. 1H NMR (500 MHz, CDCl3) δ 7.36 (s, 1H), 6.55 (s, 1H), 5.86 (br s, 2H), 4.29 (s, 2H), 4.17-4.23... Starting materials: CNC, Cc1nn(-c2ccccn2)c2nc3ccccc3c(Cl)c12, C1CCOC1, O. The product is Cc1nn(-c2ccccn2)c2nc3ccccc3c(N(C)C)c12. As a reaction SMILES: [CH3:22][NH:23][CH3:24].[Cl:1][c:2]1[c:3]2[c:4]([n:5][c:6]3[cH:7][cH:8][cH:9][cH:10][c:11]13)[n:12](-[c:16]1[n:17][cH:18][cH:19][cH:20][cH:21]1)[n:13][c:14]2[CH3:15].[O:25]1[CH2:26][CH2:27][CH2:28][CH2:29]1.[OH2:30]>>[c:2]1([N:23]([CH3:22])[CH3:24])[c:3]2[c:4]([n:5][c:6]3[cH:7][cH:8][cH:9][cH:10][c:11]13)[n:12](-[c:16]1[n:17][cH:18][cH:19][cH:20][cH:21]1)[n:13][c:14]2[CH3:15]. Starting materials: C(C1=CC=CC=C1)N1[C@@]2([C@@H](CC[C@H]1[C@@H](C2)C(=O)N2CCCCC2)OCC2=CC(=CC(=C2)C(F)(F)F)C(F)(F)F)C2=CC=CC=C2 ((1R*,2R*,5S*,6R*)-8-Benzyl-2-{[3,5-bis(trifluoromethyl)phenyl]methoxy)-6-piperidinylcarbonyl-1-phenyl-8-azabicyclo[3.2.1]octane). The reagents and catalysts are [Pd] (palladium on charcoal). Solvent: C(C)O (ethanol). Run at time 1 hour. The product is FC(C=1C=C(C=C(C1)C(F)(F)F)CO[C@H]1[C@@]2(C[C@H]([C@H](CC1)N2)C(=O)N2CCCCC2)C2=CC=CC=C2)(F)F ((1R*,2R*,5S*,6R*)-2-{[3,5-Bis(trifluoromethyl)phenyl]methoxy}-6-piperidinylcarbonyl-1-phenyl-8-azabicyclo[3.2.1]octane). Isolated yield 96.0%. As a reaction SMILES: C([N:8]1[C@@H:13]2[C@H:14]([C:16]([N:18]3[CH2:23][CH2:22][CH2:21][CH2:20][CH2:19]3)=[O:17])[CH2:15][C@@:9]1([C:40]1[CH:45]=[CH:44][CH:43]=[CH:42][CH:41]=1)[C@H:10]([O:24][CH2:25][C:26]1[CH:31]=[C:30]([C:32]([F:35])([F:34])[F:33])[CH:29]=[C:28]([C:36]([F:39])([F:38])[F:37])[CH:27]=1)[CH2:11][CH2:12]2)C1C=CC=CC=1>[Pd].C(O)C>[F:39][C:36]([F:37])([F:38])[C:28]1[CH:27]=[C:26]([CH2:25][O:24][C@@H:10]2[CH2:11][CH2:12][C@@H:13]3[NH:8][C@@:9]2([C:40]2[CH:45]=[CH:44][CH:43]=[CH:42][CH:41]=2)[CH2:15][C@H:14]3[C:16]([N:18]2[CH2:23][CH2:22][CH2:21][CH2:20][CH2:19]2)=[O:17])[CH:31]=[C:30]([C:32]([F:33])([F:35])[F:34])[CH:29]=1. Reported procedure: A mixture of (1R*,2R*,5S*,6R*)-8-benzyl-2-{[3,5-bis(trifluoromethyl)phenyl]methoxy}-6-piperidinylcarbonyl-1-phenyl-8-azabicyclo[3.2.1]octane (Example 120; 100 mg, 0.16 mmol), 10% palladium on charcoal (180 mg) and ethanol (10 ml) was stirred under hydrogen atmosphere (1 atm) at +65° C. for 1 hour. The reaction mixture was cooled to room temperature, flushed with nitrogen gas and filtered through a pad of Celite™. The filtrate was concentrated and purified chromatography on silica gel to give the... The reactants are BrCCOC=1C=C(C(=O)OCC)C=CC1 (ethyl 3-[(2-bromoethyl)oxy]benzoate), N1CCOCC1 (morpholine), C(=O)([O-])[O-].[K+].[K+] (K2CO3). The solvent is C(C)#N (Acetonitrile). Reaction conditions: time 8 hour. Yields the product N1(CCOCC1)CCOC=1C=C(C(=O)OCC)C=CC1 (ethyl 3-{[2-(4-morpholinyl)ethyl]oxy}benzoate). Reaction SMILES: Br[CH2:2][CH2:3][O:4][C:5]1[CH:6]=[C:7]([CH:13]=[CH:14][CH:15]=1)[C:8]([O:10][CH2:11][CH3:12])=[O:9].[NH:16]1[CH2:21][CH2:20][O:19][CH2:18][CH2:17]1.C([O-])([O-])=O.[K+].[K+]>C(#N)C>[N:16]1([CH2:2][CH2:3][O:4][C:5]2[CH:6]=[C:7]([CH:13]=[CH:14][CH:15]=2)[C:8]([O:10][CH2:11][CH3:12])=[O:9])[CH2:21][CH2:20][O:19][CH2:18][CH2:17]1 |f:2.3.4|. Procedure details: To a solution of ethyl 3-[(2-bromoethyl)oxy]benzoate D46 (100 mg), morpholine (44.7 mg, 0.513 mmol) in Acetonitrile (2 mL) stirred under nitrogen at 25° C. was added K2CO3 (106 mg, 0.769 mmol). The reaction mixture was stirred at 60° overnight. The mixture was filtered and the filtrate was concentrated in vacuo to give 98 mg of the crude product D47 without more purification. LCMS Retention time=1.57 mins, [M+H]+280 (5 min run) Reactants: COc1ccccc1C=CC(C)=O, O=[Pt]. Product: COc1ccccc1CCC(C)=O. As a reaction SMILES: [CH:1]([c:2]1[c:3]([O:8][CH3:9])[cH:4][cH:5][cH:6][cH:7]1)=[CH:10][C:11]([CH3:12])=[O:13].[Pt:14]=[O:15]>>[CH2:1]([c:2]1[c:3]([O:8][CH3:9])[cH:4][cH:5][cH:6][cH:7]1)[CH2:10][C:11]([CH3:12])=[O:13]. The reactants are CCCP(=O)(O)O, CN(C)c1ccncc1, COC(=O)c1ccc(C2=NOC(c3cc(Cl)cc(Cl)c3)(C(F)(F)F)C2)c2ccccc12, ClCCl, NCC(F)(F)F. Product: O=C(NCC(F)(F)F)c1ccc(C2=NOC(c3cc(Cl)cc(Cl)c3)(C(F)(F)F)C2)c2ccccc12. Reaction SMILES: [CH2:32]([P:33]([OH:34])([OH:35])=[O:36])[CH2:37][CH3:38].[CH3:45][N:46]([CH3:47])[c:48]1[cH:49][cH:50][n:51][cH:52][cH:53]1.[Cl:1][c:2]1[cH:3][c:4]([C:9]2([C:28]([F:29])([F:30])[F:31])[CH2:10][C:11]([c:14]3[cH:15][cH:16][c:17]([C:24]([O:26][CH3:25])=[O:27])[c:18]4[cH:19][cH:20][cH:21][cH:22][c:23]34)=[N:12][O:13]2)[cH:5][c:6]([Cl:8])[cH:7]1.[Cl:54][CH2:55][Cl:56].[F:39][C:40]([CH2:41][NH2:42])([F:43])[F:44]>>[Cl:1][c:2]1[cH:3][c:4]([C:9]2([C:28]([F:29])([F:30])[F:31])[CH2:10][C:11]([c:14]3[cH:15][cH:16][c:17]([C:24](=[O:26])[NH:42][CH2:41][C:40]([F:39])([F:43])[F:44])[c:18]4[cH:19][cH:20][cH:21][cH:22][c:23]34)=[N:12][O:13]2)[cH:5][c:6]([Cl:8])[cH:7]1.